From a dataset of the Open Reaction Database (ORD), a public repository of structured organic reaction records. describe an organic reaction: reactants, conditions, products, and yield The reactants are C(NN)(=O)OCC (ethyl carbazate), IC=1C=C(C=CC1)N=C=O (3-iodophenylisocyanate), C(C)O (Ethanol). The solvent is ClCCl (dichloromethane). Reaction conditions: temperature 20 celsius, time 2 hour. Product: IC=1C=C(C=CC1)NC(=O)NNC(=O)OCC (Ethyl 2-{[(3-iodophenyl)amino]carbonyl}hydrazinecarboxylate). The yield is 99.1%. Reaction SMILES: [C:1]([O:5][CH2:6][CH3:7])(=[O:4])[NH:2][NH2:3].[I:8][C:9]1[CH:10]=[C:11]([N:15]=[C:16]=[O:17])[CH:12]=[CH:13][CH:14]=1.C(O)C>ClCCl>[I:8][C:9]1[CH:10]=[C:11]([NH:15][C:16]([NH:3][NH:2][C:1]([O:5][CH2:6][CH3:7])=[O:4])=[O:17])[CH:12]=[CH:13][CH:14]=1. Procedure details: A solution of ethyl carbazate (1.25 g) in dichloromethane (20 ml) was treated with 3-iodophenylisocyanate (1.7 g) at 0° C. The reaction mixture was allowed to warm to 20° C. and stirred for 2 h. Ethanol (2 ml) was added and the mixture was stirred for 0.5 h. The solvents were removed under reduced pressure and the residue was triturated in diethyl ether. The white solid was collected by filtration to give the title compound (2.4 g). LCMS RT=2.81 min The reactants are OOS(=O)[O-].[K+] (oxone), ClC1=CC=C(C=C1)NC(=O)N1CSC[C@@H]1C(=O)NC1=CC=C(C=C1)N1C(COCC1)=O (3-N-[(4-chlorophenyl)]-4-N-{[4-(3-oxomorpholin-4-yl)phenyl]}-(S)-thiazolidine-3,4-dicarboxamide). Solvent: O (water), CO (methanol), O (water). Conditions: time 24 hour. Product: ClC1=CC=C(C=C1)NC(=O)N1CS(C[C@@H]1C(=O)NC1=CC=C(C=C1)N1C(COCC1)=O)(=O)=O (3-N-[(4-chlorophenyl)]-4-N-{[4-(3-oxomorpholin-4-yl)phenyl]}-(S)-1,1-dioxo-1λ6-thiazolidine-3,4-dicarboxamide). RXN SMILES: O[O:2][S:3]([O-:5])=O.[K+].[Cl:7][C:8]1[CH:13]=[CH:12][C:11]([NH:14][C:15]([N:17]2[C@@H:21]([C:22]([NH:24][C:25]3[CH:30]=[CH:29][C:28]([N:31]4[CH2:36][CH2:35][O:34][CH2:33][C:32]4=[O:37])=[CH:27][CH:26]=3)=[O:23])[CH2:20]S[CH2:18]2)=[O:16])=[CH:10][CH:9]=1>O.CO>[Cl:7][C:8]1[CH:13]=[CH:12][C:11]([NH:14][C:15]([N:17]2[C@@H:21]([C:22]([NH:24][C:25]3[CH:30]=[CH:29][C:28]([N:31]4[CH2:36][CH2:35][O:34][CH2:33][C:32]4=[O:37])=[CH:27][CH:26]=3)=[O:23])[CH2:20][S:3](=[O:5])(=[O:2])[CH2:18]2)=[O:16])=[CH:10][CH:9]=1 |f:0.1|. Reported procedure: 3.3 A solution of 1.9 g of oxone in 30 ml of water is added to a suspension of 450 mg (0.976 mmol) of “A3” in 50 ml of methanol, and the reaction mixture is stirred at room temperature for 24 hours. The reaction mixture is added to water, and the precipitate formed is filtered off and dried, giving 3-N-[(4-chlorophenyl)]-4-N-{[4-(3-oxomorpholin-4-yl)phenyl]}-(S)-1,1-dioxo-1λ6-thiazolidine-3,4-dicarboxamide (“A4”) as a colourless solid; ESI 493. Starting materials: CC(C)=O, Cl, COC=Cc1ccc(F)c(F)c1. The product is O=CCc1ccc(F)c(F)c1. RXN SMILES: [CH3:14][C:15](=[O:16])[CH3:17].[ClH:13].[F:1][c:2]1[c:3]([F:12])[cH:4][c:5]([CH:8]=[CH:9][O:10][CH3:11])[cH:6][cH:7]1>>[F:1][c:2]1[c:3]([F:12])[cH:4][c:5]([CH2:8][CH:9]=[O:10])[cH:6][cH:7]1.